Dataset: the Open Reaction Database (ORD), a public repository of structured organic reaction records. Task: describe an organic reaction: reactants, conditions, products, and yield Starting materials: CC(=O)O[BH-](OC(C)=O)OC(C)=O, COC(=O)c1ccc(Br)cc1NC(=O)c1cc(C2CCNCC2)ccc1OCc1ccccc1, C=O, CC(=O)O, [Na+], C1CCOC1. The product is COC(=O)c1ccc(Br)cc1NC(=O)c1cc(C2CCN(C)CC2)ccc1OCc1ccccc1. RXN SMILES: [C:7]([O:8][BH-:9]([O:10][C:11](=[O:12])[CH3:13])[O:14][C:15](=[O:16])[CH3:17])(=[O:18])[CH3:19].[CH2:21]([c:22]1[cH:23][cH:24][cH:25][cH:26][cH:27]1)[O:28][c:29]1[c:30]([C:31](=[O:32])[NH:33][c:34]2[c:35]([C:36](=[O:37])[O:38][CH3:39])[cH:40][cH:41][c:42]([Br:44])[cH:43]2)[cH:45][c:46]([CH:49]2[CH2:50][CH2:51][NH:52][CH2:53][CH2:54]2)[cH:47][cH:48]1.[CH2:5]=[O:6].[CH3:1][C:2](=[O:3])[OH:4].[Na+:20].[O:55]1[CH2:56][CH2:57][CH2:58][CH2:59]1>>[CH3:1][N:52]1[CH2:51][CH2:50][CH:49]([c:46]2[cH:45][c:30]([C:31](=[O:32])[NH:33][c:34]3[c:35]([C:36](=[O:37])[O:38][CH3:39])[cH:40][cH:41][c:42]([Br:44])[cH:43]3)[c:29]([O:28][CH2:21][c:22]3[cH:23][cH:24][cH:25][cH:26][cH:27]3)[cH:48][cH:47]2)[CH2:54][CH2:53]1. Starting materials: BrC=1C(=NC=C(C1)C)N (3-bromo-5-methylpyridin-2-amine), CC1(OB(OC1(C)C)C1=CC=C(C=C1)O)C (4-(4,4,5,5-tetramethyl-1,3,2-dioxaborolan-2-yl)phenol), C([O-])([O-])=O.[Na+].[Na+] (sodium carbonate). The reagents and catalysts are C=1C=CC(=CC1)[P](C=2C=CC=CC2)(C=3C=CC=CC3)[Pd]([P](C=4C=CC=CC4)(C=5C=CC=CC5)C=6C=CC=CC6)([P](C=7C=CC=CC7)(C=8C=CC=CC8)C=9C=CC=CC9)[P](C=1C=CC=CC1)(C=1C=CC=CC1)C=1C=CC=CC1 (Tetrakis(triphenylphosphine)palladium(0)). Run in COCCOC (DME), O (water). Run at temperature 80 celsius, time 5 hour. Product: NC1=NC=C(C=C1C1=CC=C(C=C1)O)C (4-(2-amino-5-methylpyridin-3-yl)phenol). The yield is 48.2%. Reaction SMILES: Br[C:2]1[C:3]([NH2:9])=[N:4][CH:5]=[C:6]([CH3:8])[CH:7]=1.CC1(C)C(C)(C)OB([C:18]2[CH:23]=[CH:22][C:21]([OH:24])=[CH:20][CH:19]=2)O1.C(=O)([O-])[O-].[Na+].[Na+]>COCCOC.O.C1C=CC([P]([Pd]([P](C2C=CC=CC=2)(C2C=CC=CC=2)C2C=CC=CC=2)([P](C2C=CC=CC=2)(C2C=CC=CC=2)C2C=CC=CC=2)[P](C2C=CC=CC=2)(C2C=CC=CC=2)C2C=CC=CC=2)(C2C=CC=CC=2)C2C=CC=CC=2)=CC=1>[NH2:9][C:3]1[C:2]([C:18]2[CH:23]=[CH:22][C:21]([OH:24])=[CH:20][CH:19]=2)=[CH:7][C:6]([CH3:8])=[CH:5][N:4]=1 |f:2.3.4,^1:42,44,63,82|. Procedure details: Tetrakis(triphenylphosphine)palladium(0) (0.716 g) was added to a suspension of 3-bromo-5-methylpyridin-2-amine (3.86 g), 4-(4,4,5,5-tetramethyl-1,3,2-dioxaborolan-2-yl)phenol (5 g) and sodium carbonate (2.19 g) in DME (150 mL) and water (30 mL) and the mixture was stirred at 80° C. under nitrogen for 5 hr. Silica-gel was added and the volatiles were removed in vacuo. The mixture supported on silica-gel was purified by column chromatography (silica gel, eluted with EtOAc in hexane) to give the t... Reactants: ClC=1C=C2C=CC(=CC2=CC1)S(=O)(=O)N1CCN(CC1)C(C1=CC=C(C=C1)CN(C(C)C)C(C)C)=O (1-(6-chloronaphthalene-2-sulfonyl)-4-(4-diisopropylaminomethylbenzoyl)piperazine), Cl (hydrochloric acid). Solvent: C(C)(=O)OCC (ethyl acetate). Yields the product Cl.ClC=1C=C2C=CC(=CC2=CC1)S(=O)(=O)N1CCN(CC1)C(C1=CC=C(C=C1)CN(C(C)C)C(C)C)=O (1-(6-Chloronaphthalene-2-sulfonyl)-4-(4-diisopropylaminomethylbenzoyl)piperazine hydrochloride). The yield is 192.2%. As a reaction SMILES: [Cl:1][C:2]1[CH:3]=[C:4]2[C:9](=[CH:10][CH:11]=1)[CH:8]=[C:7]([S:12]([N:15]1[CH2:20][CH2:19][N:18]([C:21](=[O:36])[C:22]3[CH:27]=[CH:26][C:25]([CH2:28][N:29]([CH:33]([CH3:35])[CH3:34])[CH:30]([CH3:32])[CH3:31])=[CH:24][CH:23]=3)[CH2:17][CH2:16]1)(=[O:14])=[O:13])[CH:6]=[CH:5]2.Cl>C(OCC)(=O)C>[ClH:1].[Cl:1][C:2]1[CH:3]=[C:4]2[C:9](=[CH:10][CH:11]=1)[CH:8]=[C:7]([S:12]([N:15]1[CH2:16][CH2:17][N:18]([C:21](=[O:36])[C:22]3[CH:27]=[CH:26][C:25]([CH2:28][N:29]([CH:33]([CH3:35])[CH3:34])[CH:30]([CH3:31])[CH3:32])=[CH:24][CH:23]=3)[CH2:19][CH2:20]1)(=[O:13])=[O:14])[CH:6]=[CH:5]2 |f:3.4|. Reported procedure: To 1-(6-chloronaphthalene-2-sulfonyl)-4-(4-diisopropylaminomethylbenzoyl)piperazine (110 mg) was added 4 N hydrochloric acid in ethyl acetate solution (5 ml), and the precipitated hydrochlorides were filtered to give the title compound (113 mg). The reactants are BrC1=CC=CC(=N1)/C=C(/C(=O)NC(CCC)C1=CC=C(C=C1)OCCN(CC)CC)\C#N ((E)-3-(6-Bromopyridin-2-yl)-2-cyano-N-(1-(4-(2-(diethylamino)ethoxy)phenyl)butyl)acrylamide), ClC1=CC=CC(=N1)C=O (6-chloropicolinaldehyde), C(#N)CC(=O)N[C@@H](CCC)C1=CC=CC=C1 ((S)-2-cyano-N-(1-phenylbutyl)acetamide). The product is C(#N)/C(/C(=O)N[C@@H](CCC)C1=CC=CC=C1)=C\C1=NC(=CC=C1)Cl ((S,E)-2-Cyano-3-(6-chloropyridin-2-yl)-N-(1-phenylbutyl)acrylamide). RXN SMILES: Br[C:2]1[N:7]=[C:6](/[CH:8]=[C:9](\[C:31]#[N:32])/[C:10]([NH:12][CH:13]([C:17]2[CH:22]=[CH:21][C:20](OCCN(CC)CC)=[CH:19][CH:18]=2)[CH2:14][CH2:15][CH3:16])=[O:11])[CH:5]=[CH:4][CH:3]=1.[Cl:33]C1N=C(C=O)C=CC=1.C(CC(N[C@H](C1C=CC=CC=1)CCC)=O)#N>>[C:31](/[C:9](=[CH:8]\[C:6]1[CH:5]=[CH:4][CH:3]=[C:2]([Cl:33])[N:7]=1)/[C:10]([NH:12][C@H:13]([C:17]1[CH:22]=[CH:21][CH:20]=[CH:19][CH:18]=1)[CH2:14][CH2:15][CH3:16])=[O:11])#[N:32]. Reported procedure: The title compound was prepared by using a similar procedure as described for the preparation of 33 except that 6-chloropicolinaldehyde was used instead of 6-bromopicolinaldehyde, and (S)-2-cyano-N-(1-phenylbutyl)acetamide was used instead of 2-cyano-N-(1-(4-(2-(diethylamino)ethoxy)phenyl)butyl)acetamide (29). This produced the crude product which was purified by flash silica gel column chromatography, eluting with 8:2 hexanes/ethyl acetate, to give 41 (105 mg, 95%) as a clear oil: MS (ES+) m/z3... Starting materials: C(C)(C)(CC)OC(=O)NC=1SC=C(N1)C(C(=O)O)=O (2-(2-tert-pentyloxycarbonylamino-1,3-thiazol-4-yl)glyoxylic acid), [BH4-].[Na+] (sodium borohydride), C(C)(C)(CC)OC(=O)N=C1SC=C(N1)C(C(=O)O)=O (2-(2-tert-pentyloxycarbonylimino-2,3-dihydro-1,3-thiazol-4-yl)glyoxylic acid), C([O-])(O)=O.[Na+] (sodium bicarbonate), [OH-].[Na+] (sodium hydroxide). Run in C(C)O (ethanol), O (water), C(C)OCC (diethyl ether). Product: OC(C(=O)O)C=1N=C(SC1)NC(=O)OC(C)(C)CC (2-hydroxy-2-(2-tert-pentyloxycarbonylamino-1,3-thiazol-4-yl)acetic acid). As a reaction SMILES: [C:1]([O:6][C:7]([NH:9][C:10]1[S:11][CH:12]=[C:13]([C:15](=[O:19])[C:16]([OH:18])=[O:17])[N:14]=1)=[O:8])([CH2:4][CH3:5])([CH3:3])[CH3:2].C(=O)(O)[O-].[Na+].[BH4-].[Na+].[OH-].[Na+]>C(OCC)C.O.C(O)C>[OH:19][CH:15]([C:13]1[N:14]=[C:10]([NH:9][C:7]([O:6][C:1]([CH2:4][CH3:5])([CH3:2])[CH3:3])=[O:8])[S:11][CH:12]=1)[C:16]([OH:18])=[O:17] |f:1.2,3.4,5.6|. Procedure details: To a mixture of 2-(2-tert-pentyloxycarbonylamino-1,3-thiazol-4-yl)glyoxylic acid, which can be represented as 2-(2-tert-pentyloxycarbonylimino-2,3-dihydro-1,3-thiazol-4-yl)glyoxylic acid, (1.7 g.), sodium bicarbonate (0.5 g.), ethanol (10 ml.) and water (10 ml.) was added sodium borohydride (0.23 g.) under stirring and ice-cooling, and then the mixture was stirred for 1 hour at the same temperature. After the reaction, the reaction mixture was concentrated slightly. To the remaining reaction mix... Reactants: COc1ccc(CCC2(C3CCCC3)CC(=O)C(Cl)C(=O)O2)cc1Cl, O, CCOC(=O)c1cnc2nc(S)nn2c1. Yields the product CCOC(=O)c1cnc2nc(SC3=C(O)CC(CCc4ccc(OC)c(Cl)c4)(C4CCCC4)OC3=O)nn2c1. RXN SMILES: [Cl:1][CH:2]1[C:3](=[O:25])[O:4][C:5]([CH:9]2[CH2:10][CH2:11][CH2:12][CH2:13]2)([CH2:14][CH2:15][c:16]2[cH:17][c:18]([Cl:24])[c:19]([O:22][CH3:23])[cH:20][cH:21]2)[CH2:6][C:7]1=[O:8].[OH2:41].[SH:26][c:27]1[n:28][n:29]2[c:30]([n:31][cH:32][c:33]([C:35](=[O:36])[O:37][CH2:38][CH3:39])[cH:34]2)[n:40]1>>[C:2]1([S:26][c:27]2[n:28][n:29]3[c:30]([n:31][cH:32][c:33]([C:35](=[O:36])[O:37][CH2:38][CH3:39])[cH:34]3)[n:40]2)=[C:7]([OH:8])[CH2:6][C:5]([CH:9]2[CH2:10][CH2:11][CH2:12][CH2:13]2)([CH2:14][CH2:15][c:16]2[cH:17][c:18]([Cl:24])[c:19]([O:22][CH3:23])[cH:20][cH:21]2)[O:4][C:3]1=[O:25]. Starting materials: C([O-])([O-])=O.[K+].[K+] (potassium carbonate), C1(=CC=CC=C1)B(O)O (Phenylboronic acid), NC1=NC=C(C=C1Br)C (2-amino-3-bromo-5-methylpyridine), NC1=NC=C(C=C1)C (2-amino-5-picoline), BrNC(CCC(=O)N)=O (N-bromosuccinamide), ice water. The reagents and catalysts are C1=CC=C(C=C1)P(C2=CC=CC=C2)C3=CC=CC=C3.C1=CC=C(C=C1)P(C2=CC=CC=C2)C3=CC=CC=C3.Cl[Pd]Cl (bis(triphenylphosphine)-palladium(II)chloride). Solvent: CS(=O)C (DMSO), C(C)(=O)O (acetic acid). Conditions: time 17 hour. The product is NC1=NC=C(C=C1C1=CC=CC=C1)C (2-amino-3-phenyl-5-methylpyridine). As a reaction SMILES: [NH2:1][C:2]1[CH:7]=[CH:6][C:5]([CH3:8])=[CH:4][N:3]=1.BrNC(=O)CCC(N)=O.NC1C(Br)=CC(C)=CN=1.[C:27]1(B(O)O)[CH:32]=[CH:31][CH:30]=[CH:29][CH:28]=1.C(=O)([O-])[O-].[K+].[K+]>C(O)(=O)C.CS(C)=O.C1C=CC(P(C2C=CC=CC=2)C2C=CC=CC=2)=CC=1.C1C=CC(P(C2C=CC=CC=2)C2C=CC=CC=2)=CC=1.Cl[Pd]Cl>[NH2:1][C:2]1[C:7]([C:27]2[CH:32]=[CH:31][CH:30]=[CH:29][CH:28]=2)=[CH:6][C:5]([CH3:8])=[CH:4][N:3]=1 |f:4.5.6,9.10.11|. Procedure: 2-amino-3-phenyl-5-methylpyridine was prepared as follows: 2-amino-5-picoline (10.8 g, 0.1 M) was dissolved in glacial acetic acid (200 ml), and N-bromosuccinamide (20 g, 0.11 M) was added. The reaction mixture was stirred at room temperature for 17 hours. The reaction mixture was poured onto ice/water and the solid removed by filtration. The filtrate was basified with solid sodium hydroxide, and the resulting precipitate was isolated by filtration (12.8 g). The product, 2-amino-3-bromo-5-methyl... Reactants: BrCCC1C(NC2=C(C(O1)(C(F)(F)F)C#CC1CC1)C=C(C=C2)Cl)=O (3-(2-Bromoethyl)-7-chloro-5-cyclopropylethynyl-1,5-dihydro-5-(trifluoromethyl)-4,1-benzoxazepin-2(3H)-one), [BH4-].[Na+] (sodium borohydride), [N+](=O)([O-])C1=C(C=CC=C1)[Se]C#N (2-nitrophenylselenocyanate), [BH4-].[Na+] (sodium borohydride). Solvent: C1CCOC1 (THF), C(C)O (ethanol), C1CCOC1 (THF), C(C)O (ethanol). Run at time 1 hour. Product: ClC=1C=CC2=C([C@](O[C@H](C(N2)=O)C=C)(C(F)(F)F)C#CC2CC2)C1 (rel-(3S,5S)-7-Chloro-5-(2-cyclopropylethynyl)-1,5-dihydro-3-ethenyl-5-(trifluoromethyl)-4,1-benzoxazepin-2(3H)-one). Reaction SMILES: [N+](C1C=CC=CC=1[Se]C#N)([O-])=O.[BH4-].[Na+].Br[CH2:16][CH2:17][CH:18]1[O:24][C:23]([C:29]#[C:30][CH:31]2[CH2:33][CH2:32]2)([C:25]([F:28])([F:27])[F:26])[C:22]2[CH:34]=[C:35]([Cl:38])[CH:36]=[CH:37][C:21]=2[NH:20][C:19]1=[O:39]>C1COCC1.C(O)C>[Cl:38][C:35]1[CH:36]=[CH:37][C:21]2[NH:20][C:19](=[O:39])[C@H:18]([CH:17]=[CH2:16])[O:24][C@:23]([C:29]#[C:30][CH:31]3[CH2:33][CH2:32]3)([C:25]([F:26])([F:27])[F:28])[C:22]=2[CH:34]=1 |f:1.2|. Procedure: To a room temperature solution of 409 mg (1.8 mmol) of 2-nitrophenylselenocyanate in 5.0 mL of THF was added 16 mL of ethanol and 90 mg of sodium borohydride. After stirring 1 h, a solution of 260 mg of rel-3S,5S)-3-(2-Bromoethyl)-7-chloro-5-cyclopropylethynyl-1,5-dihydro-5-(trifluoromethyl)-4,1-benzoxazepin-2(3H)-one in 1.5 mL of dry THF and 8 mL of ethanol was added, and the resulting mixture was stirred at ambient temperature for 2 h, at which time an additional 20 mg of sodium borohydride wa...